From a dataset of the Open Reaction Database (ORD), a public repository of structured organic reaction records. describe an organic reaction: reactants, conditions, products, and yield The reactants are FC(OC1=CC=C(C=C1)C(C)=O)(F)F (1-(4-trifluoromethoxy-phenyl)-ethanone), C(C)(=O)[O-].[NH4+] (ammonium acetate), solution, C(#N)[BH3-].[Na+] (sodium cyanoborohydride), solution. Solvent: CO (MeOH), CO (MeOH). Reaction conditions: temperature 120 celsius. Yields the product FC(OC=1C=C(C=CC1)C(C)N)(F)F (1-(3-trifluoromethoxy-phenyl) -ethyl amine). As a reaction SMILES: [F:1][C:2]([F:14])([F:13])[O:3][C:4]1[CH:9]=[CH:8][C:7](C(=O)C)=[CH:6][CH:5]=1.[C:15]([O-])(=O)[CH3:16].[NH4+].C([BH3-])#[N:21].[Na+]>CO>[F:14][C:2]([F:1])([F:13])[O:3][C:4]1[CH:5]=[C:6]([CH:15]([NH2:21])[CH3:16])[CH:7]=[CH:8][CH:9]=1 |f:1.2,3.4|. Reported procedure: An Emrys Process Vial (2-5 ml) was charged with 420 mg (2 mmol) of 1-(4-trifluoromethoxy-phenyl)-ethanone, ammonium acetate in MeOH (4.0 ml of a 5 M solution, 20 mmol) and sodium cyanoborohydride in MeOH (0.440 ml of a 5 M solution, 2.2 mmol). The reaction vessel was sealed and heated to 120° C. for 5 min in an Emrys Optimizer. After cooling and manual release of remaining pressure the vessel was uncapped and the reaction mixture concentrated at reduced pressure. The residue was dissolved in Et2... Starting materials: ClC1=CC(=NC2=CC=C(C=C12)C)N1CCS(C2=C(C1)C=CC=C2)(=O)=O (4-(4-chloro-6-methylquinolin-2-yl)-2,3,4,5-tetrahydro-1,4-benzothiazepine 1,1-dioxide), CC1(CNCC1)O (3-methylpyrrolidin-3-ol). The product is O=S1(CCN(CC2=C1C=CC=C2)C2=NC1=CC=C(C=C1C(=C2)N2CC(CC2)(O)C)C)=O (1-[2-(1,1-Dioxido-2,3-dihydro-1,4-benzothiazepin-4(5H)-yl)-6-methylquinolin-4-yl]-3-methylpyrrolidin-3-ol). RXN SMILES: Cl[C:2]1[C:11]2[C:6](=[CH:7][CH:8]=[C:9]([CH3:12])[CH:10]=2)[N:5]=[C:4]([N:13]2[CH2:19][C:18]3[CH:20]=[CH:21][CH:22]=[CH:23][C:17]=3[S:16](=[O:25])(=[O:24])[CH2:15][CH2:14]2)[CH:3]=1.[CH3:26][C:27]1([OH:32])[CH2:31][CH2:30][NH:29][CH2:28]1>>[O:24]=[S:16]1(=[O:25])[C:17]2[CH:23]=[CH:22][CH:21]=[CH:20][C:18]=2[CH2:19][N:13]([C:4]2[CH:3]=[C:2]([N:29]3[CH2:30][CH2:31][C:27]([CH3:26])([OH:32])[CH2:28]3)[C:11]3[C:6](=[CH:7][CH:8]=[C:9]([CH3:12])[CH:10]=3)[N:5]=2)[CH2:14][CH2:15]1. Reported procedure: The title compound was prepared in analogy to Example 3-1 in Scheme 5 by using 4-(4-chloro-6-methylquinolin-2-yl)-2,3,4,5-tetrahydro-1,4-benzothiazepine 1,1-dioxide (prepared in analogy to the one in Example 2-1) and 3-methylpyrrolidin-3-ol. MS obsd. (ESI+) [(M+H)+] 438, 1H NMR (400 MHz, CD3OD) δ ppm 8.06-8.01 (m, 2 H), 7.84-7.82 (d, J=7.2 Hz, 1 H), 7.74-7.68 (m, 2 H), 7.57-7.53 (m, 2 H), 5.81 (s, 1 H), 5.26 (s, 2 H), 4.49 (s, 2 H), 4.12-3.31 (m, 3 H), 3.27-3.21 (m, 3 H), 2.44 (s, 3 H), 2.08 (s,... Starting materials: Cl.CN[C@@]12CCCC[C@H]2CCC2=CC=CC=C12 (Cis-1,3,4,9,10,10a-hexahydro-N-methyl-4a(2H)-phenanthrenamine monohydrochloride), C=O (formaldehyde), C(#N)[BH3-].[Na+] (sodium cyanoborohydride). Solvent: CO (methanol). Run at time 8 hour. The product is CN(C12CCCCC2CCC2=CC=CC=C12)C (1,3,4,9,10,10a-Hexahydro-N,N-dimethyl-4a(2H)-phenanthrenamine). The yield is 88.9%. RXN SMILES: Cl.[CH3:2][NH:3][C@@:4]12[C:17]3[C:12](=[CH:13][CH:14]=[CH:15][CH:16]=3)[CH2:11][CH2:10][C@@H:9]1[CH2:8][CH2:7][CH2:6][CH2:5]2.C=O.[C:20]([BH3-])#N.[Na+]>CO>[CH3:2][N:3]([CH3:20])[C:4]12[C:17]3[C:12](=[CH:13][CH:14]=[CH:15][CH:16]=3)[CH2:11][CH2:10][CH:9]1[CH2:8][CH2:7][CH2:6][CH2:5]2 |f:0.1,3.4|. Procedure details: To a solution of the compound obtained in Example 4 (1.0 g) in methanol (15 ml) was added aqueous formaldehyde (5 ml, 35%) and in one batch sodium cyanoborohydride (1 g). The reaction was stirred overnight then the solvent removed in vacuo. The residue was taken up in ether and washed with dilute sodium hydroxide, water and finally 2N HCl. The aqueous acid solution was layered with fresh ether and basified with sodium hydroxide solution. The ether layer was washed with water and brine then dried... Reactants: C=1(C(=CC=CC1)C=1C(=CC=CC1)O)O (biphenol), [OH-].[Na+] (sodium hydroxide), C(C)O (ethanol), BrCCCCCC (6-bromohexane). The product is C(CCCCC)OC1=CC=C(C=C1)C1=CC=C(C=C1)O (4-hexyloxy-4'-hydroxybiphenyl). As a reaction SMILES: [C:1]1(O)[C:2]([C:7]2[C:8](O)=[CH:9][CH:10]=[CH:11][CH:12]=2)=[CH:3][CH:4]=[CH:5][CH:6]=1.[OH-:15].[Na+].Br[CH2:18][CH2:19][CH2:20][CH2:21]CC.[CH2:24]([OH:26])[CH3:25]>>[CH2:24]([O:26][C:5]1[CH:4]=[CH:3][C:2]([C:7]2[CH:8]=[CH:9][C:10]([OH:15])=[CH:11][CH:12]=2)=[CH:1][CH:6]=1)[CH2:25][CH2:18][CH2:19][CH2:20][CH3:21] |f:1.2|. Procedure details: A mixture of 74 g (0.40 moles) of biphenol and 20 g (0.50 moles) of sodium hydroxide in 600 ml of ethanol was refluxed for 1 hour. At reflux temperature 66 g (0.40 moles) of 6-bromohexane were added over a period of 1 hour. The reaction mixture was refluxed for 18 hours and cooled to room temperature, and the precipitate was filtrated. The filtrate was treated with 500 ml of water and the precipitated 4-hexyloxy-4'-hydroxybiphenyl was filtrated and washed with water. After drying 29 g of product... Starting materials: ClC=1C=C(C=CC1Cl)C1(C(NC(CC1)=O)=O)CCC(=O)N1CCCCC1 (3-(3,4-Dichlorophenyl)-3-[(piperidin-1-yl)-3-oxopropyl]piperidine-2,6-dione), C(CC)(=O)O (propionic acid). Solvent: Cl (HCl). Run at time 18 hour. Yields the product ClC=1C=C(C=CC1Cl)C1(C(NC(CC1)=O)=O)CCC(=O)O (3-[3-(3,4-Dichlorophenyl)-2,6-dioxopiperidin-3-yl]propionic acid). Reaction SMILES: [Cl:1][C:2]1[CH:3]=[C:4]([C:9]2([CH2:17][CH2:18][C:19](N3CCCCC3)=[O:20])[CH2:14][CH2:13][C:12](=[O:15])[NH:11][C:10]2=[O:16])[CH:5]=[CH:6][C:7]=1[Cl:8].C(O)(=[O:30])CC>Cl>[Cl:1][C:2]1[CH:3]=[C:4]([C:9]2([CH2:17][CH2:18][C:19]([OH:20])=[O:30])[CH2:14][CH2:13][C:12](=[O:15])[NH:11][C:10]2=[O:16])[CH:5]=[CH:6][C:7]=1[Cl:8]. Procedure: The compound obtained in EXAMPLE 2 is taken up in 0.5 ml of propionic acid and placed in a tube sealed under vacuum. After 18 hours at 145° C., the reaction mixture and diluted with 10 ml of 1 N HCl. After one day, the product which crystallizes is filtered, drained and dried. 100 mg of the expected compound are obtained. Starting materials: [OH-].[Na+] (sodium hydroxide), Cl (hydrochloric acid), OC=1C(=CC=2C(C3=CC=CC=C3OC2C1)=O)C (3-hydroxy-2-methyl-9-oxo-9H-xanthene), C([O-])([O-])=O.[K+].[K+] (potassium carbonate), BrCC(=O)OCC (ethyl bromoacetate). Run in O (water), CN(C)C=O (DMF). Run at time 2 hour. The product is CC(C(=O)O)OC=1C=CC=2C(C3=CC=CC=C3OC2C1)=O (2-methyl-9-oxo-9H-xanthene-3-yloxyacetic acid). Isolated yield 79.6%. As a reaction SMILES: [OH:1][C:2]1[C:3](C)=[CH:4][C:5]2[C:6](=[O:16])[C:7]3[C:12]([O:13][C:14]=2[CH:15]=1)=[CH:11][CH:10]=[CH:9][CH:8]=3.[C:18](=[O:21])([O-])[O-:19].[K+].[K+].Br[CH2:25][C:26](OCC)=O.[OH-].[Na+].Cl>O.CN(C=O)C>[CH3:25][CH:26]([O:1][C:2]1[CH:3]=[CH:4][C:5]2[C:6](=[O:16])[C:7]3[C:12]([O:13][C:14]=2[CH:15]=1)=[CH:11][CH:10]=[CH:9][CH:8]=3)[C:18]([OH:19])=[O:21] |f:1.2.3,5.6|. Reported procedure: A mixture of 3-hydroxy-2-methyl-9-oxo-9H-xanthene (1.8 g), potassium carbonate (2.2 g), ethyl bromoacetate (2.7 g) and DMF (40 ml) was stirred at 60°-70° C. for 2 hours. After cooling the mixture, sodium hydroxide (3.2 g) and water (40 ml) were added and the resulting mixture was stirred at 90°-100° C. for 1 hour. After cooling, the mixture was rendered acidic with hydrochloric acid and the solid crystal was recovered by filtration, washed with water and dried. Recrystallization from ethanol gav... Reactants: ClN1C(CCC1=O)=O (N-chlorosuccinimide), C1(=CC=CC=C1)SCCF (phenyl-(2-fluoroethyl)sulfide). Solvent: C(Cl)Cl (methylene chloride), C(Cl)Cl (Methylene chloride). The product is C1(=CC=CC=C1)SC(CF)Cl (phenyl-(1-chloro-2-fluoroethyl)sulfide). Yield: 94.1%. RXN SMILES: [Cl:1]N1C(=O)CCC1=O.[C:9]1([S:15][CH2:16][CH2:17][F:18])[CH:14]=[CH:13][CH:12]=[CH:11][CH:10]=1>C(Cl)Cl>[C:9]1([S:15][CH:16]([Cl:1])[CH2:17][F:18])[CH:14]=[CH:13][CH:12]=[CH:11][CH:10]=1. Procedure: A solution of N-chlorosuccinimide (1.1 g; 8.25 mmol) and phenyl-(2-fluoroethyl)sulfide (1.28 g; 8.25 mmol) in 25 mL methylene chloride was stirred for 0.5 h at room temperature. Methylene chloride (25 mL) was added to the reaction mixture and washed with water (2×35 mL). The organic layer was dried and evaporated to yield 1.48 g phenyl-(1-chloro-2-fluoroethyl)sulfide as an oily material which was mixed with 6 (2.23 g; 9.9 mmol), triethylamine (1.0 g; 9.9 mmol) and dry acetonitrile (30 mL) and re...